Dataset: the Open Reaction Database (ORD), a public repository of structured organic reaction records. Task: describe an organic reaction: reactants, conditions, products, and yield The reactants are [OH-].[Na+] (sodium hydroxide), COC(CC=1C=NC=C(C1)C1=C(C=C(C=C1)C(CC)(C1=CC(=C(C=C1)OCC(C(C)(C)C)O)C)CC)C)=O ([5-(4-{1-ethyl-1-[4-(2-hydroxy-3,3-dimethyl-butoxy)-3-methyl-phenyl]-propyl}-2-methyl-phenyl)-pyridin-3-yl]-acetic acid methyl ester), [Cl-].[NH4+] (ammonium chloride). The solvent is CO (methanol). Run at time 2 hour. The product is C(C)C(CC)(C1=CC(=C(C=C1)OCC(C(C)(C)C)O)C)C1=CC(=C(C=C1)C=1C=C(C=NC1)CC(=O)O)C ([5-(4-{1-ethyl-1-[4-(2-hydroxy-3,3-dimethyl-butoxy)-3-methyl-phenyl]-propyl}-2-methyl-phenyl)-pyridin-3-yl]-acetic Acid). Yield: 56.3%. RXN SMILES: [OH-].[Na+].C[O:4][C:5](=[O:40])[CH2:6][C:7]1[CH:8]=[N:9][CH:10]=[C:11]([C:13]2[CH:18]=[CH:17][C:16]([C:19]([CH2:37][CH3:38])([C:22]3[CH:27]=[CH:26][C:25]([O:28][CH2:29][CH:30]([OH:35])[C:31]([CH3:34])([CH3:33])[CH3:32])=[C:24]([CH3:36])[CH:23]=3)[CH2:20][CH3:21])=[CH:15][C:14]=2[CH3:39])[CH:12]=1.[Cl-].[NH4+]>CO>[CH2:20]([C:19]([C:16]1[CH:17]=[CH:18][C:13]([C:11]2[CH:12]=[C:7]([CH2:6][C:5]([OH:40])=[O:4])[CH:8]=[N:9][CH:10]=2)=[C:14]([CH3:39])[CH:15]=1)([C:22]1[CH:27]=[CH:26][C:25]([O:28][CH2:29][CH:30]([OH:35])[C:31]([CH3:33])([CH3:34])[CH3:32])=[C:24]([CH3:36])[CH:23]=1)[CH2:37][CH3:38])[CH3:21] |f:0.1,3.4|. Procedure: A 2 N sodium hydroxide aqueous solution (0.23 mL) was added to a solution of [5-(4-{1-ethyl-1-[4-(2-hydroxy-3,3-dimethyl-butoxy)-3-methyl-phenyl]-propyl}-2-methyl-phenyl)-pyridin-3-yl]-acetic acid methyl ester (Example 102-(1); 39.5 mg, 0.0762 mmol) in methanol (1.3 mL), and the mixture was stirred for two hours. A saturated aqueous ammonium chloride solution was added to the reaction mixture, followed by extraction with ethyl acetate. The organic layer was washed with water, dried over anhydrou... Reaction SMILES: [CH3:1][O:2][P:3]([C:7]1[CH:12]=[CH:11][C:10]([N+:13]([O-])=O)=[CH:9][C:8]=1[N+:16]([O-])=O)(=[O:6])[O:4][CH3:5]>CO.[Ni]>[CH3:1][O:2][P:3]([C:7]1[CH:12]=[CH:11][C:10]([NH2:13])=[CH:9][C:8]=1[NH2:16])(=[O:6])[O:4][CH3:5]. Solvent: CO (methanol). Product: COP(OC)(=O)C1=C(C=C(C=C1)N)N (2,4-Diamino-benzene-phosphonic acid-dimethyl ester). The reactants are COP(OC)(=O)C1=C(C=C(C=C1)[N+](=O)[O-])[N+](=O)[O-] (2,4-dinitro-benzene-phosphonic acid dimethyl ester). The reagents and catalysts are [Ni] (Raney nickel). Procedure details: 113.5 g (0.479 mol) of 2,4-dinitro-benzene-phosphonic acid dimethyl ester (1) dissolved in 1500 ml of methanol are hydrogenated at 35° C and 60 excess atmospheres in the presence of 25 g of Raney nickel.